describe an organic reaction: reactants, conditions, products, and yield From a dataset of the Open Reaction Database (ORD), a public repository of structured organic reaction records. The reactants are IC1=CC=C(C(C=O)=C1)O (5-iodosalicylaldehyde), C(=O)([O-])[O-].[K+].[K+] (K2CO3), C(C)(C)(C)OC(=O)N1CCC(CC1)OS(=O)(=O)C1=CC=C(C=C1)C (4-(toluene-4-sulfonyloxy)-piperidine-1-carboxylic acid tert-butyl ester). Run in CN(C=O)C (N,N-dimethylformamide), C(C)(=O)OCC (ethyl acetate). Run at temperature 60 celsius. Yields the product C(C)(C)(C)OC(=O)N1CCC(CC1)OC1=C(C=C(C=C1)I)C=O (4-(2-formyl-4-iodo-phenoxy)-piperidine-1-carboxylic acid tert-butyl ester). The yield is 83.9%. RXN SMILES: [I:1][C:2]1[CH:9]=[C:6]([CH:7]=[O:8])[C:5]([OH:10])=[CH:4][CH:3]=1.C([O-])([O-])=O.[K+].[K+].[C:17]([O:21][C:22]([N:24]1[CH2:29][CH2:28][CH:27](OS(C2C=CC(C)=CC=2)(=O)=O)[CH2:26][CH2:25]1)=[O:23])([CH3:20])([CH3:19])[CH3:18]>CN(C)C=O.C(OCC)(=O)C>[C:17]([O:21][C:22]([N:24]1[CH2:29][CH2:28][CH:27]([O:10][C:5]2[CH:4]=[CH:3][C:2]([I:1])=[CH:9][C:6]=2[CH:7]=[O:8])[CH2:26][CH2:25]1)=[O:23])([CH3:20])([CH3:18])[CH3:19] |f:1.2.3|. Procedure details: To a solution of 5-iodosalicylaldehyde (3 g, 12.1 mmol) (Aldrich) in N,N-dimethylformamide (20 mL) was added anhydrous K2CO3 (5 g, 36.3 mmol), and 4-(toluene-4-sulfonyloxy)-piperidine-1-carboxylic acid tert-butyl ester (5.4 g, 18.1 mmol, ASTATECH). The reaction mixture was heated at 60° C. for 18 h. The mixture was cooled to room temperature, diluted with ethyl acetate, washed with water. The organic layer was separated, the aqueous layer was extracted with ethyl acetate. The organic layers were... Starting materials: N1=C(N=CC=C1)CC(=O)C (1-Pyrimidin-2-ylacetone), NOC1CN(C1)C(C1=CC=CC=C1)C1=CC=CC=C1 (3-(Aminooxy)-1-(diphenylmethyl)azetidine). Solvent: C(C)O (ethanol). Product: C1(=CC=CC=C1)C(N1CC(C1)O\N=C(\CC1=NC=CC=N1)/C)C1=CC=CC=C1 ((2E)-1-Pyrimidin-2-ylacetone O-(1-diphenylmethylazetidin-3-yl)oxime). Yield: 100.7%. Reaction SMILES: [N:1]1[CH:6]=[CH:5][CH:4]=[N:3][C:2]=1[CH2:7][C:8]([CH3:10])=O.[NH2:11][O:12][CH:13]1[CH2:16][N:15]([CH:17]([C:24]2[CH:29]=[CH:28][CH:27]=[CH:26][CH:25]=2)[C:18]2[CH:23]=[CH:22][CH:21]=[CH:20][CH:19]=2)[CH2:14]1>C(O)C>[C:24]1([CH:17]([C:18]2[CH:23]=[CH:22][CH:21]=[CH:20][CH:19]=2)[N:15]2[CH2:16][CH:13]([O:12]/[N:11]=[C:8](\[CH3:10])/[CH2:7][C:2]3[N:3]=[CH:4][CH:5]=[CH:6][N:1]=3)[CH2:14]2)[CH:25]=[CH:26][CH:27]=[CH:28][CH:29]=1. Procedure: A solution of 1-pyrimidin-2-ylacetone (27 mg, 0.2 mmol; which may be prepared as described in Step 1) and 3-(aminooxy)-1-(diphenylmethyl)azetidine (51 mg, 0.2 mmol; which may be prepared as described in Step 3) in ethanol (2 mL) under nitrogen was stirred at 80° C. overnight. The crude mixture was concentrated to dryness to give the title compound (75 mg, quantitative) as a brown oil. Reactants: ClC1=C(C=NC2=C(C=CC=C12)C(F)(F)F)C(=O)C1=NC=CC=C1 ((4-chloro-8-trifluoromethyl-quinolin-3-yl)-pyridin-2-yl-methanone), C1(=CC=CC=C1)C1=CC=C(C=C1)B(O)O (4-(phenyl)phenylboronic acid). Product: C1(=CC=C(C=C1)C1=C(C=NC2=C(C=CC=C12)C(F)(F)F)C(=O)C1=NC=CC=C1)C1=CC=CC=C1 ([4-(1,1′-BIPHENYL-4-YL)-8-(TRIFLUOROMETHYL)QUINOLIN-3-YL](PYRIDIN-2-YL)METHANONE). RXN SMILES: Cl[C:2]1[C:11]2[C:6](=[C:7]([C:12]([F:15])([F:14])[F:13])[CH:8]=[CH:9][CH:10]=2)[N:5]=[CH:4][C:3]=1[C:16]([C:18]1[CH:23]=[CH:22][CH:21]=[CH:20][N:19]=1)=[O:17].[C:24]1([C:30]2[CH:35]=[CH:34][C:33](B(O)O)=[CH:32][CH:31]=2)[CH:29]=[CH:28][CH:27]=[CH:26][CH:25]=1>>[C:24]1([C:30]2[CH:31]=[CH:32][CH:33]=[CH:34][CH:35]=2)[CH:29]=[CH:28][C:27]([C:2]2[C:11]3[C:6](=[C:7]([C:12]([F:14])([F:15])[F:13])[CH:8]=[CH:9][CH:10]=3)[N:5]=[CH:4][C:3]=2[C:16]([C:18]2[CH:23]=[CH:22][CH:21]=[CH:20][N:19]=2)=[O:17])=[CH:26][CH:25]=1. Procedure: This compound was prepared using the procedure of Example 1, step 5 using (4-chloro-8-trifluoromethyl-quinolin-3-yl)-pyridin-2-yl-methanone in place of [4-chloro-8-(trifluoromethyl)quinolin-3-yl](phenyl)methanone and 4-(phenyl)phenylboronic acid in place of phenyl boronic acid. MS (ESI) m/z 455 ([M+H]+); Anal. Calcd for C28H17F3N2O: C, 74.00; H, 3.77; N, 6.16. Found: C, 73.99; H, 3.81; N, 5.92. The reactants are BrB(Br)Br, CCN1C(=O)C(=Cc2ccccc2OC)N=C1C, ClCCl, O. The product is CCN1C(=O)C(=Cc2ccccc2O)N=C1C. Reaction SMILES: [B:19]([Br:20])([Br:21])[Br:22].[CH2:1]([CH3:2])[N:3]1[C:4]([CH3:18])=[N:5][C:6](=[CH:9][c:10]2[c:11]([O:16][CH3:17])[cH:12][cH:13][cH:14][cH:15]2)[C:7]1=[O:8].[Cl:24][CH2:25][Cl:26].[OH2:23]>>[CH2:1]([CH3:2])[N:3]1[C:4]([CH3:18])=[N:5][C:6](=[CH:9][c:10]2[c:11]([OH:16])[cH:12][cH:13][cH:14][cH:15]2)[C:7]1=[O:8]. Reactants: C(C)OC(C1=C(C=CC(=C1)SCC(C)=O)OC)=O (2-Methoxy-5-(2-oxo-propylsulfanyl)-benzoic acid ethyl ester), Cl.ClC=1C(=C(C=CC1)NN)F ((3-chloro-2-fluoro-phenyl) hydrazine hydrochloride). The product is C(C)OC(C1=C(C=CC(=C1)SC1=C(NC2=C(C(=CC=C12)Cl)F)C)OC)=O (5-(6-Chloro-7-fluoro-2-methyl-1H-indol-3-ylsulfanyl)-2-methoxy-benzoic acid ethyl ester). RXN SMILES: [CH2:1]([O:3][C:4](=[O:18])[C:5]1[CH:10]=[C:9]([S:11][CH2:12][C:13](=O)[CH3:14])[CH:8]=[CH:7][C:6]=1[O:16][CH3:17])[CH3:2].Cl.[Cl:20][C:21]1[C:22]([F:29])=[C:23]([NH:27]N)[CH:24]=[CH:25][CH:26]=1>>[CH2:1]([O:3][C:4](=[O:18])[C:5]1[CH:10]=[C:9]([S:11][C:12]2[C:24]3[C:23](=[C:22]([F:29])[C:21]([Cl:20])=[CH:26][CH:25]=3)[NH:27][C:13]=2[CH3:14])[CH:8]=[CH:7][C:6]=1[O:16][CH3:17])[CH3:2] |f:1.2|. Procedure: Prepared according to the procedure described in Example 2, Step 1, using the following starting materials: 2-Methoxy-5-(2-oxo-propylsulfanyl)-benzoic acid ethyl ester and (3-chloro-2-fluoro-phenyl) hydrazine hydrochloride. Run at time 3 hour. As a reaction SMILES: B.[CH3:2][O:3][C:4]1[CH:13]=[C:12]2[C:7]([CH:8]=[CH:9][C:10]([C:22](O)=[O:23])=[C:11]2[C:14]2[CH:19]=[CH:18][CH:17]=[C:16]([O:20][CH3:21])[CH:15]=2)=[CH:6][CH:5]=1>O1CCCC1>[CH3:2][O:3][C:4]1[CH:13]=[C:12]2[C:7]([CH:8]=[CH:9][C:10]([CH2:22][OH:23])=[C:11]2[C:14]2[CH:19]=[CH:18][CH:17]=[C:16]([O:20][CH3:21])[CH:15]=2)=[CH:6][CH:5]=1. Product: COC1=CC=C2C=CC(=C(C2=C1)C1=CC(=CC=C1)OC)CO (7-methoxy-1-(3-methoxyphenyl)-2-naphthalenemethanol). Isolated yield 91.7%. Reported procedure: A solution of borane in tetrahydrofuran (1M; 10 mL) was added to a solution of crude 7-methoxy-1-(3-methoxyphenyl)-2-naphthalenecarboxylic acid (2 g) in tetrahydrofuran (10 mL) at 0°-5° C. and the mixture was stirred at room temperature for 3 hours. After the solvent was evaporated off, the reaction was diluted with 1N sodium hydroxide and extracted with dichloromethane. The organic layer was washed with brine then was dried (MgSO4) and evaporated to give 1.75 g of crude 7-methoxy-1-(3-methoxyph... The solvent is O1CCCC1 (tetrahydrofuran), O1CCCC1 (tetrahydrofuran). The reactants are B (borane), COC1=CC=C2C=CC(=C(C2=C1)C1=CC(=CC=C1)OC)C(=O)O (7-methoxy-1-(3-methoxyphenyl)-2-naphthalenecarboxylic acid). Starting materials: Cc1noc(C(C)N)n1, CN1CCOCC1, CN(C)C=O, Cl, O=C(O)c1ccc2c(N3CCOCC3)nn(-c3ccsc3)c2c1, On1nnc2cccnc21. Yields the product Cc1noc(C(C)NC(=O)c2ccc3c(N4CCOCC4)nn(-c4ccsc4)c3c2)n1. RXN SMILES: [CH3:25][c:26]1[n:27][o:28][c:29]([CH:31]([CH3:32])[NH2:33])[n:30]1.[CH3:34][N:35]1[CH2:36][CH2:37][O:38][CH2:39][CH2:40]1.[CH3:51][N:52]([CH3:53])[CH:54]=[O:55].[ClH:24].[O:1]1[CH2:2][CH2:3][N:4]([c:7]2[n:8][n:9](-[c:19]3[cH:20][s:21][cH:22][cH:23]3)[c:10]3[cH:11][c:12]([C:16](=[O:17])[OH:18])[cH:13][cH:14][c:15]23)[CH2:5][CH2:6]1.[OH:41][n:42]1[c:43]2[n:44][cH:45][cH:46][cH:47][c:48]2[n:49][n:50]1>>[O:1]1[CH2:2][CH2:3][N:4]([c:7]2[n:8][n:9](-[c:19]3[cH:20][s:21][cH:22][cH:23]3)[c:10]3[cH:11][c:12]([C:16](=[O:18])[NH:33][CH:31]([c:29]4[o:28][n:27][c:26]([CH3:25])[n:30]4)[CH3:32])[cH:13][cH:14][c:15]23)[CH2:5][CH2:6]1. The reactants are BrN1C(CCC1=O)=O (N-Bromosuccinimide), FC1=CC=C(C=C1)C1=CC(=NN1C1=NC=CC=N1)C(C)C (2-[5-(4-fluorophenyl)-3-(1-methylethyl)-1H- pyrazol-1-yl]pyrimidine), O (water). Procedure: N-Bromosuccinimide (9.97 g, 0.056 mol) was added to a solution of 2-[5-(4-fluorophenyl)-3-(1-methylethyl)-1H- pyrazol-1-yl]pyrimidine (15.8 g, 0.056 mol) in DMF at 0° C. The resulting mixture was allowed to warm to room temperature over 24 hours. This was then poured into 500 ml water. The white solid which precipitated was collected by filtration and dried to yield 16.7 g of 2-[4-bromo-5-(4-fluorophenyl)-3-(1-methylethyl)-1H-pyrazol-1-yl]pyrimidine (3), mp 130°-133° C. Yield: 82.6%. Reaction SMILES: [Br:1]N1C(=O)CCC1=O.[F:9][C:10]1[CH:15]=[CH:14][C:13]([C:16]2[N:20]([C:21]3[N:26]=[CH:25][CH:24]=[CH:23][N:22]=3)[N:19]=[C:18]([CH:27]([CH3:29])[CH3:28])[CH:17]=2)=[CH:12][CH:11]=1.O>CN(C=O)C>[Br:1][C:17]1[C:18]([CH:27]([CH3:29])[CH3:28])=[N:19][N:20]([C:21]2[N:26]=[CH:25][CH:24]=[CH:23][N:22]=2)[C:16]=1[C:13]1[CH:14]=[CH:15][C:10]([F:9])=[CH:11][CH:12]=1. Yields the product BrC=1C(=NN(C1C1=CC=C(C=C1)F)C1=NC=CC=N1)C(C)C (2-[4-bromo-5-(4-fluorophenyl)-3-(1-methylethyl)-1H-pyrazol-1-yl]pyrimidine). Run in CN(C)C=O (DMF). Reactants: C(C1=CC=CC=C1)OC1=CC=C(C=C1)C1=CC=C(C=C1)C(=O)O (4-benzyloxy-4'-biphenylcarboxylic acid), S(=O)(Cl)Cl (thionyl chloride). The reagents and catalysts are CN(C=O)C (dimethylformamide). Conditions: time 3 hour. The product is C(C1=CC=CC=C1)OC1=CC=C(C=C1)C1=CC=C(C=C1)C(=O)Cl (4-benzyloxy-4'-biphenylcarbonyl chloride). RXN SMILES: [CH2:1]([O:8][C:9]1[CH:14]=[CH:13][C:12]([C:15]2[CH:20]=[CH:19][C:18]([C:21]([OH:23])=O)=[CH:17][CH:16]=2)=[CH:11][CH:10]=1)[C:2]1[CH:7]=[CH:6][CH:5]=[CH:4][CH:3]=1.S(Cl)([Cl:26])=O>CN(C)C=O>[CH2:1]([O:8][C:9]1[CH:14]=[CH:13][C:12]([C:15]2[CH:20]=[CH:19][C:18]([C:21]([Cl:26])=[O:23])=[CH:17][CH:16]=2)=[CH:11][CH:10]=1)[C:2]1[CH:7]=[CH:6][CH:5]=[CH:4][CH:3]=1. Reported procedure: In a 100-ml, three-necked, round-bottomed flask equipped with a magnetic stirrer, an oil bath, and a condenser topped with a drying tube were placed 1.69 g of 4-benzyloxy-4'-biphenylcarboxylic acid, 34 ml of thionyl chloride, and one drop of dimethylformamide. After stirring the solution for three hours under reflux, the thionyl chloride was distilled off, then 75 ml tetrachloromethane was added and distilled. The brown solid was dissolved in 500 ml hot dichloromethane, and the solution was trea... As a reaction SMILES: [CH3:1][C:2](=[O:3])[O:4][C:5](=[O:6])[CH3:7].[CH:37]([Cl:38])([Cl:39])[Cl:40].[ClH:14].[ClH:15].[F:16][c:17]1[cH:18][c:19]([NH:28][C:29](=[O:30])[c:31]2[n:32][cH:33][cH:34][n:35][cH:36]2)[cH:20][cH:21][c:22]1[CH:23]1[NH:24][CH2:25][CH2:26][CH2:27]1.[cH:8]1[cH:9][cH:10][n:11][cH:12][cH:13]1>>[CH3:1][C:2](=[O:3])[N:24]1[CH:23]([c:22]2[c:17]([F:16])[cH:18][c:19]([NH:28][C:29](=[O:30])[c:31]3[n:32][cH:33][cH:34][n:35][cH:36]3)[cH:20][cH:21]2)[CH2:27][CH2:26][CH2:25]1. Yields the product CC(=O)N1CCCC1c1ccc(NC(=O)c2cnccn2)cc1F. The reactants are CC(=O)OC(C)=O, ClC(Cl)Cl, Cl, Cl, O=C(Nc1ccc(C2CCCN2)c(F)c1)c1cnccn1, c1ccncc1.